The task is: describe an organic reaction: reactants, conditions, products, and yield. This data is from the Open Reaction Database (ORD), a public repository of structured organic reaction records. The reactants are C=CCC1C(=O)N(Cc2ccccc2)c2ccccc2N=C1C, CCOCC. The product is C=CCC1C(=O)N(Cc2ccccc2)c2ccccc2NC1C. RXN SMILES: [CH2:1]([c:2]1[cH:3][cH:4][cH:5][cH:6][cH:7]1)[N:8]1[C:9](=[O:23])[CH:10]([CH2:20][CH:21]=[CH2:22])[C:11]([CH3:19])=[N:12][c:13]2[c:14]1[cH:15][cH:16][cH:17][cH:18]2.[CH2:24]([O:25][CH2:26][CH3:27])[CH3:28]>>[CH2:1]([c:2]1[cH:3][cH:4][cH:5][cH:6][cH:7]1)[N:8]1[C:9](=[O:23])[CH:10]([CH2:20][CH:21]=[CH2:22])[CH:11]([CH3:19])[NH:12][c:13]2[c:14]1[cH:15][cH:16][cH:17][cH:18]2. The reactants are C(C=C)(=O)O.C(C=C)(=O)O.C(O)C(CC)(CO)CO (trimethylolpropane diacrylate), CC=1C(=CC(=CC1)N=C=O)N=C=O (2,4-tolylene diisocyanate). The reagents and catalysts are COC1=CC=C(O)C=C1 (hydroquinone monomethyl ether), C(C)(=O)[O-].C(C)(=O)[O-].C(CCC)[Sn+2]CCCC (dibutyltin diacetate). Run at time 1 hour. Yields the product C(C=C)(=O)O.NC(=O)OCC (urethane acrylate). Isolated yield 413.2%. Reaction SMILES: [C:1]([OH:5])(=[O:4])[CH:2]=[CH2:3].C(O)(=O)C=C.C([C:13]([CH2:18][OH:19])(CO)CC)O.CC1C(N=C=O)=CC([N:27]=[C:28]=[O:29])=CC=1>COC1C=CC(O)=CC=1.C([O-])(=O)C.C([O-])(=O)C.C([Sn+2]CCCC)CCC>[C:1]([OH:5])(=[O:4])[CH:2]=[CH2:3].[NH2:27][C:28]([O:19][CH2:18][CH3:13])=[O:29] |f:0.1.2,5.6.7,8.9|. Reported procedure: In a 1 l glass reactor equipped with a stirrer, a thermometer and a dropping funnel were charged 242 g of trimethylolpropane diacrylate and 0.25 g of hydroquinone monomethyl ether and temperature was kept at 60° C. Thereto was added dropwise 85 g of 2,4-tolylene diisocyanate over a period of 1 hour. The content was stirred for 1 hour at the same temperature, followed by adding 0.05 g of dibutyltin diacetate and then reaction was continued for further 2 hours. After completion of the reaction, th... Starting materials: C1(CC1)C(CC#N)=O (3-cyclopropyl-3-oxopropanenitrile), [H-].[Na+] (NaH), BrCC1=CC=C(C=C1)C1=C(C=CC=C1)[N+](=O)[O-] (4'-bromomethyl-2-nitrobiphenyl). The solvent is [Cl-].[Na+].O (brine), CS(=O)C (DMSO). Reaction conditions: time 1 hour. Yields the product C1(CC1)C(C(C#N)CC1=CC=C(C=C1)C1=C(C=CC=C1)[N+](=O)[O-])=O (3-Cyclopropyl-3-oxo-2-[(2'-nitrobiphen-4-yl)methyl]propanenitrile). Yield: 33.6%. RXN SMILES: [CH:1]1([C:4](=[O:8])[CH2:5][C:6]#[N:7])[CH2:3][CH2:2]1.[H-].[Na+].Br[CH2:12][C:13]1[CH:18]=[CH:17][C:16]([C:19]2[CH:24]=[CH:23][CH:22]=[CH:21][C:20]=2[N+:25]([O-:27])=[O:26])=[CH:15][CH:14]=1>CS(C)=O.[Cl-].[Na+].O>[CH:1]1([C:4](=[O:8])[CH:5]([CH2:12][C:13]2[CH:14]=[CH:15][C:16]([C:19]3[CH:24]=[CH:23][CH:22]=[CH:21][C:20]=3[N+:25]([O-:27])=[O:26])=[CH:17][CH:18]=2)[C:6]#[N:7])[CH2:3][CH2:2]1 |f:1.2,5.6.7|. Procedure: To a solution of 2.61 g (24.0 mmol) 3-cyclopropyl-3-oxopropanenitrile in 150 mL DMSO was added 1.01 g (25.2 mmol) 60% NaH in oil. After 1 hour, 3.50 g (12.0 mmol) 4'-bromomethyl-2-nitrobiphenyl was added all at once to the solution. After 3 hours, the solution was poured into brine and extracted 3 times with ether. The combined organic material was dried over MgSO4, stripped of solvent in vacuo, and was chromatographed on silica gel under medium pressure using 3/40/57 EtOAc/CH2Cl2/hexanes to giv... The reactants are C([O-])([O-])=O.[Na+].[Na+] (sodium carbonate), BrC=1C(=NN(C1)COCC[Si](C)(C)C)C=O (4-bromo-1-(2-trimethylsilanyl-ethoxymethyl)-1H-pyrazole-3-carbaldehyde), 3a, CC1(OB(OC1(C)C)C=CC=1C=NC=CC1)C (3-[2-(4,4,5,5-tetramethyl-[1,3,2]dioxaborolan-2-yl)-vinyl]-pyridine), 3c. The reagents and catalysts are C1=CC=C(C=C1)P([C-]2C=CC=C2)C3=CC=CC=C3.C1=CC=C(C=C1)P([C-]2C=CC=C2)C3=CC=CC=C3.Cl[Pd]Cl.[Fe+2] ([1,1′-Bis(diphenylphosphino)-ferrocene]dichloropalladium(II)). The solvent is O (water), O1CCOCC1 (dioxane). Conditions: temperature 120 celsius. The product is N1=CC(=CC=C1)C=CC=1C(=NN(C1)COCC[Si](C)(C)C)C=O (4-(2-pyridin-3-yl-vinyl)-1-(2-trimethylsilanyl-ethoxymethyl)-1H-pyrazole-3-carbaldehyde), 3d. Isolated yield 72.0%. RXN SMILES: Br[C:2]1[C:3]([CH:15]=[O:16])=[N:4][N:5]([CH2:7][O:8][CH2:9][CH2:10][Si:11]([CH3:14])([CH3:13])[CH3:12])[CH:6]=1.CC1(C)C(C)(C)OB([CH:25]=[CH:26][C:27]2[CH:28]=[N:29][CH:30]=[CH:31][CH:32]=2)O1.C(=O)([O-])[O-].[Na+].[Na+]>O1CCOCC1.O.C1C=CC(P(C2C=CC=CC=2)[C-]2C=CC=C2)=CC=1.C1C=CC(P(C2C=CC=CC=2)[C-]2C=CC=C2)=CC=1.Cl[Pd]Cl.[Fe+2]>[N:29]1[CH:30]=[CH:31][CH:32]=[C:27]([CH:26]=[CH:25][C:2]2[C:3]([CH:15]=[O:16])=[N:4][N:5]([CH2:7][O:8][CH2:9][CH2:10][Si:11]([CH3:14])([CH3:13])[CH3:12])[CH:6]=2)[CH:28]=1 |f:2.3.4,7.8.9.10|. Procedure details: After the solution of 4-bromo-1-(2-trimethylsilanyl-ethoxymethyl)-1H-pyrazole-3-carbaldehyde Compound 3a (570 mg, 1.87 mmol) and 3-[2-(4,4,5,5-tetramethyl-[1,3,2]dioxaborolan-2-yl)-vinyl]-pyridine Compound 3c (863 mg, 3.74 mmol) in dioxane (35 mL) was degassed by evacuating and purging with nitrogen. [1,1′-Bis(diphenylphosphino)-ferrocene]dichloropalladium(II) complex (Pd(dppf)2Cl2) (273 mg, 0.374 mmol) and sodium carbonate in water (3.74 mL, 2M) were added to the reaction mixture. The resultant... Reactants: COC1CCCCC1O, [I-], [K+], [Na+], O=S([O-])O. The product is COC1CCCCC1=O. RXN SMILES: [CH3:1][O:2][CH:3]1[CH:4]([OH:9])[CH2:5][CH2:6][CH2:7][CH2:8]1.[I-:16].[K+:15].[Na+:10].[OH:11][S:12](=[O:13])[O-:14]>>[CH3:1][O:2][CH:3]1[C:4](=[O:9])[CH2:5][CH2:6][CH2:7][CH2:8]1. Starting materials: FC1=CC=C(C=C1)C1=CNC2=CC(=CC=C12)C(=O)OC (Methyl 3-(4-fluorophenyl)-1H-indole-6-carboxylate), [H-].[Na+] (NaH), CI (CH3I). The solvent is CCOC(=O)C (EtOAc), O (water), CN(C)C=O (DMF). Reaction conditions: temperature 0 celsius, time 30 minute. The product is FC1=CC=C(C=C1)C1=CN(C2=CC(=CC=C12)C(=O)OC)C (Methyl 3-(4-Fluoro-phenyl)-1-methyl-1H-indole-6-carboxylate). Yield: 119.9%. Reaction SMILES: [F:1][C:2]1[CH:7]=[CH:6][C:5]([C:8]2[C:16]3[C:11](=[CH:12][C:13]([C:17]([O:19][CH3:20])=[O:18])=[CH:14][CH:15]=3)[NH:10][CH:9]=2)=[CH:4][CH:3]=1.[H-].[Na+].[CH3:23]I>CN(C=O)C.CCOC(C)=O.O>[F:1][C:2]1[CH:3]=[CH:4][C:5]([C:8]2[C:16]3[C:11](=[CH:12][C:13]([C:17]([O:19][CH3:20])=[O:18])=[CH:14][CH:15]=3)[N:10]([CH3:23])[CH:9]=2)=[CH:6][CH:7]=1 |f:1.2|. Reported procedure: To a solution of compound 53d (300 mg, 0.78 mmol) in DMF (3 mL) was added NaH (60% in mineral oil, 68.9 mg, 1.72 mmol) at 0° C. The mixture was stirred at 0° C. for 30 min, then CH3I (0.053 mL, 0.86 mmol) was added and stirring continued at 0° C. for another 1 h. The resulting mixture was diluted with EtOAc and water. The organic layer was washed with brine and concentrated. The residue was recrystallized from heptane, filtered and dried the solid to give compound 53f (265 mg) as a light yellow ... Reactants: BrC=1C=C(C(=O)O)C(=CN1)F (2-Bromo-5-fluoroisonicotinic acid), C(C)O (ethanol), S(=O)(Cl)Cl (thionyl chloride). The product is BrC=1C=C(C(=O)OCC)C(=CN1)F (ethyl 2 bromo-5-fluoroisonicotinate). Yield: 77.0%. Reaction SMILES: [Br:1][C:2]1[CH:3]=[C:4]([C:8]([F:11])=[CH:9][N:10]=1)[C:5]([OH:7])=[O:6].S(Cl)(Cl)=O.[CH2:16](O)[CH3:17]>>[Br:1][C:2]1[CH:3]=[C:4]([C:8]([F:11])=[CH:9][N:10]=1)[C:5]([O:7][CH2:16][CH3:17])=[O:6]. Procedure: 2-Bromo-5-fluoroisonicotinic acid (500 mg, 2.27 mmol) was dissolved in ethanol (22.7 mL), and the solution was stirred under heat and reflux for 1 hour after adding thionyl chloride (0.829 mL, 11.3 mmol). The solvent was then evaporated under reduced pressure. The residue was extracted with chloroform after adding a sodium hydrogen carbonate aqueous solution. The organic layer was dried over anhydrous sodium sulfate, and the solvent was then evaporated under reduced pressure. The residue was pur... Starting materials: CC(C)(C)[Si](OC1CC2(C1)CN(C(C2)C(=O)OCC)C(=O)OCC2=CC=CC=C2)(C)C (7-ethyl 6-(phenylmethyl) 2-{[(1,1-dimethylethyl)(dimethyl)silyl]oxy}-6-azaspiro[3.4]octane-6,7-dicarboxylate), C(C)(=O)O (acetic acid), CCCC[N+](CCCC)(CCCC)CCCC.[F-] (TBAF). Solvent: C1CCOC1 (THF). Reaction conditions: temperature 45 celsius. Yields the product OC1CC2(C1)CN(C(C2)C(=O)OCC)C(=O)OCC2=CC=CC=C2 (7-ethyl 6-(phenylmethyl) 2-hydroxy-6-azaspiro[3.4]octane-6,7-dicarboxylate). RXN SMILES: CC([Si](C)(C)[O:6][CH:7]1[CH2:10][C:9]2([CH2:14][CH:13]([C:15]([O:17][CH2:18][CH3:19])=[O:16])[N:12]([C:20]([O:22][CH2:23][C:24]3[CH:29]=[CH:28][CH:27]=[CH:26][CH:25]=3)=[O:21])[CH2:11]2)[CH2:8]1)(C)C.C(O)(=O)C.CCCC[N+](CCCC)(CCCC)CCCC.[F-]>C1COCC1>[OH:6][CH:7]1[CH2:8][C:9]2([CH2:14][CH:13]([C:15]([O:17][CH2:18][CH3:19])=[O:16])[N:12]([C:20]([O:22][CH2:23][C:24]3[CH:25]=[CH:26][CH:27]=[CH:28][CH:29]=3)=[O:21])[CH2:11]2)[CH2:10]1 |f:2.3|. Reported procedure: To a solution of 7-ethyl 6-(phenylmethyl) 2-{[(1,1-dimethylethyl)(dimethyl)silyl]oxy}-6-azaspiro[3.4]octane-6,7-dicarboxylate (151) (1.87 g, 4.2 mmol) in THF (20 mL) was added glacial acetic acid (0.48 mL), followed by TBAF (8.5 mL, 1M solution in THF) and the reaction heated to 45° C. for 18 h. The reaction was concentrated in vacuo and partitioned between EtOAc and water. The organic layer was washed with saturated NaHCO3 followed by brine, and then dried over MgSO4 and concentrated in vacuo t...